From a dataset of the Open Reaction Database (ORD), a public repository of structured organic reaction records. describe an organic reaction: reactants, conditions, products, and yield Reactants: COC(=O)c1c(Br)c(F)cc2nn(C)cc12, O=C([O-])[O-], C=CC(=O)OC, CC(=O)[O-], CC(=O)[O-], CN(C)C=O, CCOC(C)=O, [K+], [K+], [Pd+2], c1ccc(P(c2ccccc2)c2ccccc2)cc1. Yields the product COC(=O)C=Cc1c(F)cc2nn(C)cc2c1C(=O)OC. As a reaction SMILES: [Br:1][c:2]1[c:3]([C:13](=[O:14])[O:15][CH3:16])[c:4]2[cH:5][n:6]([CH3:12])[n:7][c:8]2[cH:9][c:10]1[F:11].[C:36](=[O:37])([O-:38])[O-:39].[C:42]([CH:43]=[CH2:44])(=[O:45])[O:46][CH3:47].[C:59]([O-:60])(=[O:61])[CH3:62].[C:64]([O-:65])(=[O:66])[CH3:67].[CH3:48][N:49]([CH3:50])[CH:51]=[O:52].[CH3:53][CH2:54][O:55][C:56](=[O:57])[CH3:58].[K+:40].[K+:41].[Pd+2:63].[c:17]1([P:18]([c:19]2[cH:20][cH:21][cH:22][cH:23][cH:24]2)[c:25]2[cH:26][cH:27][cH:28][cH:29][cH:30]2)[cH:31][cH:32][cH:33][cH:34][cH:35]1>>[c:2]1([CH:44]=[CH:43][C:42](=[O:45])[O:46][CH3:47])[c:3]([C:13](=[O:14])[O:15][CH3:16])[c:4]2[cH:5][n:6]([CH3:12])[n:7][c:8]2[cH:9][c:10]1[F:11]. Starting materials: C(C1=CC=CC=C1)OC(NCC1=CC(=C(C=C1)O)OC)=O ((4-Hydroxy-3-methoxybenzyl)carbamic Acid Benzyl Ester), C(=O)([O-])[O-].[K+].[K+] (K2CO3), BrCC(=O)OC (methyl bromoacetate). Solvent: CC(=O)C (acetone). The product is COC(COC1=C(C=C(C=C1)CNC(=O)OCC1=CC=CC=C1)OC)=O ([4-(Benzyloxycarbonylamino-methyl)-2-methoxy-phenoxy]-acetic Acid Methyl Ester). Isolated yield 89.9%. RXN SMILES: [CH2:1]([O:8][C:9](=[O:21])[NH:10][CH2:11][C:12]1[CH:17]=[CH:16][C:15]([OH:18])=[C:14]([O:19][CH3:20])[CH:13]=1)[C:2]1[CH:7]=[CH:6][CH:5]=[CH:4][CH:3]=1.C([O-])([O-])=O.[K+].[K+].Br[CH2:29][C:30]([O:32][CH3:33])=[O:31]>CC(C)=O>[CH3:33][O:32][C:30](=[O:31])[CH2:29][O:18][C:15]1[CH:16]=[CH:17][C:12]([CH2:11][NH:10][C:9]([O:8][CH2:1][C:2]2[CH:7]=[CH:6][CH:5]=[CH:4][CH:3]=2)=[O:21])=[CH:13][C:14]=1[O:19][CH3:20] |f:1.2.3|. Procedure: A solution of 14 (0.287 g, 1 mmol) in acetone (20 mL) was treated with K2CO3 (0.552 g, 4 mmol) and methyl bromoacetate (0.14 mL, 1.5 mmol) and refluxed for 3 h. After cooling, the reaction mixture was filtered and the filtrate was concentrated in vacuo. The residue was purified by flash column chromatography over silica gel using EtOAc:Hex (3:2) as eluant to give 15 as white solid (0.323 g, 90%). The reactants are O=C([O-])O, CC(=O)OC(C)=O, [Na+], C1COCCO1, O, O=C1NC(=O)C(Cc2ccc(OCCNc3ncccn3)cc2)S1. The product is CC(=O)N(CCOc1ccc(CC2SC(=O)NC2=O)cc1)c1ncccn1. RXN SMILES: [C:26](=[O:27])([OH:28])[O-:29].[CH3:31][C:32](=[O:33])[O:34][C:35](=[O:36])[CH3:37].[Na+:30].[O:38]1[CH2:39][CH2:40][O:41][CH2:42][CH2:43]1.[OH2:25].[n:1]1[c:2]([NH:7][CH2:8][CH2:9][O:10][c:11]2[cH:12][cH:13][c:14]([CH2:15][CH:16]3[C:17](=[O:22])[NH:18][C:19](=[O:21])[S:20]3)[cH:23][cH:24]2)[n:3][cH:4][cH:5][cH:6]1>>[n:1]1[c:2]([N:7]([CH2:8][CH2:9][O:10][c:11]2[cH:12][cH:13][c:14]([CH2:15][CH:16]3[C:17](=[O:22])[NH:18][C:19](=[O:21])[S:20]3)[cH:23][cH:24]2)[C:32]([CH3:31])=[O:33])[n:3][cH:4][cH:5][cH:6]1. Reactants: CS(=O)(=O)[O-].C(C)(C)N(C(=O)C1=CC(=C(OCCCCOC=2C=CC3=C(C(=NO3)NC(=O)[C@H](CC3=CC=CC=C3)[NH3+])C2)C=C1)OC)C(C)C ((1S)-1-{5-[4-(4-diisopropylcarbamoyl-2-methoxy-phenoxy)-butoxy]-benzo[d]isoxazole-3-ylcarbamoyl}-2-phenyl-ethyl-ammonium methane sulfonic acid salt), C(C)(C)(C)OC(=O)NCC(=O)O (N-(t-butoxycarbonyl)glycine), compound, CS(=O)(=O)O.C(C)(C)N(C(=O)C1=CC(=C(OCCCCOC=2C=CC3=C(C(=NO3)NC(=O)[NH2+]C)C2)C=C1)OC)C(C)C ({5-[4-(4-diisopropylcarbamoyl-2-methoxy-phenoxy)-butoxy]-benzo[d]isoxazole-3-ylcarbamoyl}-methyl-ammonium methane sulfonic acid). The product is CS(=O)(=O)[O-].C(C)(C)N(C(=O)C1=CC(=C(OCCCCOC2=CC3=C(C(=NO3)NC(=O)N(C(=O)[NH2+]C)CCC3=CC=CC=C3)C=C2)C=C1)OC)C(C)C (({6-[4-(4-diisopropylcarbamoyl-2-methoxy-phenoxy)-butoxy]-benzo[d]isoxazole-3-ylcarbamoyl}-2-phenyl-ethyl-carbamoyl)-methyl-ammonium methane sulfonic acid salt). Procedure details: (1S)-1-{5-[4-(4-diisopropylcarbamoyl-2-methoxy-phenoxy)-butoxy]-benzo[d]isoxazole-3-ylcarbamoyl}-2-phenyl-ethyl-ammonium methane sulfonic acid salt, the compound of EXAMPLE 3, was used as a starting material in place of {5-[4-(4-diisopropylcarbamoyl-2-methoxy-phenoxy)-butoxy]-benzo[d]isoxazole-3-ylcarbamoyl}-methyl-ammonium methane sulfonic acid used in the above EXAMPLE 6. According to the same method as in EXAMPLE 6, N-(t-butoxycarbonyl)glycine was used, the above title compound was obtained (... Reaction SMILES: [CH3:1][S:2]([O-:5])(=[O:4])=[O:3].[CH:6]([N:9]([CH:47]([CH3:49])[CH3:48])[C:10]([C:12]1[CH:44]=[CH:43][C:15]([O:16][CH2:17][CH2:18][CH2:19][CH2:20][O:21]C2C=CC3ON=C(NC([C@@H]([NH3+])CC4C=CC=CC=4)=O)C=3C=2)=[C:14]([O:45][CH3:46])[CH:13]=1)=[O:11])([CH3:8])[CH3:7].CS(O)(=O)=O.C(N(C(C)C)C(C1C=CC(OCCCCO[C:71]2[CH:72]=[CH:73][C:74]3[O:78][N:77]=[C:76]([NH:79][C:80]([NH2+:82][CH3:83])=[O:81])[C:75]=3[CH:84]=2)=C(OC)C=1)=O)(C)C.C(O[C:97]([NH:99][CH2:100]C(O)=O)=[O:98])(C)(C)C>>[CH3:1][S:2]([O-:5])(=[O:4])=[O:3].[CH:47]([N:9]([CH:6]([CH3:8])[CH3:7])[C:10]([C:12]1[CH:44]=[CH:43][C:15]([O:16][CH2:17][CH2:18][CH2:19][CH2:20][O:21][C:72]2[CH:71]=[CH:84][C:75]3[C:76]([NH:79][C:80]([N:82]([CH2:83][CH2:10][C:12]4[CH:44]=[CH:43][CH:15]=[CH:14][CH:13]=4)[C:97]([NH2+:99][CH3:100])=[O:98])=[O:81])=[N:77][O:78][C:74]=3[CH:73]=2)=[C:14]([O:45][CH3:46])[CH:13]=1)=[O:11])([CH3:49])[CH3:48] |f:0.1,2.3,5.6|. Isolated yield 80.0%.